From a dataset of the Open Reaction Database (ORD), a public repository of structured organic reaction records. describe an organic reaction: reactants, conditions, products, and yield Starting materials: Cc1ccc(S(=O)(=O)OCC2COCCO2)cc1, FC(F)(F)c1cccnc1CCl, Cl, O=C1Nc2c(F)cccc2C12COc1cc3c(cc12)OCCO3, O=C1Nc2ccccc2C12COc1cc3c(cc12)OCO3. The product is O=C1N(Cc2ncccc2C(F)(F)F)c2c(F)cccc2C12COc1cc3c(cc12)OCCO3. Reaction SMILES: [CH3:58][c:59]1[cH:60][cH:61][c:62]([S:63]([O:64][CH2:65][CH:66]2[CH2:67][O:68][CH2:69][CH2:70][O:71]2)(=[O:72])=[O:73])[cH:74][cH:75]1.[Cl:46][CH2:47][c:48]1[n:49][cH:50][cH:51][cH:52][c:53]1[C:54]([F:55])([F:56])[F:57].[ClH:45].[F:1][c:2]1[cH:3][cH:4][cH:5][c:6]2[c:7]1[NH:8][C:9](=[O:23])[C:10]21[CH2:11][O:12][c:13]2[cH:14][c:15]3[c:16]([cH:21][c:22]21)[O:17][CH2:18][CH2:19][O:20]3.[NH:24]1[c:25]2[c:26]([cH:27][cH:28][cH:29][cH:30]2)[C:31]2([c:32]3[cH:33][c:34]4[c:38]([cH:39][c:40]3[O:41][CH2:42]2)[O:37][CH2:36][O:35]4)[C:43]1=[O:44]>>[F:1][c:2]1[cH:3][cH:4][cH:5][c:6]2[c:7]1[N:8]([CH2:47][c:48]1[n:49][cH:50][cH:51][cH:52][c:53]1[C:54]([F:55])([F:56])[F:57])[C:9](=[O:23])[C:10]21[CH2:11][O:12][c:13]2[cH:14][c:15]3[c:16]([cH:21][c:22]21)[O:17][CH2:18][CH2:19][O:20]3. Reported procedure: At ambient temperature, 2.53 g (12.2 mmol) of {[(7S)-3,4-dimethoxybicyclo[4.2.0]octa-1,3,5-trien-7-yl]methyl}methylamine and 3.95 g (12.2 mmol/1 eq.) of the compound of Step 2 are mixed into 90 mL of dichloromethane. There are then added 3.88 g (18.3 mmol/1.5 eq.) of sodium triacetoxyborohydride and stirring is carried out at ambient temperature for 4 hours. There are then added 60 mL of 1N aqueous sodium hydroxide solution, followed by extraction twice with 150 mL of ethyl acetate. The combined... The reactants are [OH-].[Na+] (sodium hydroxide), COC=1C=C2C[C@@H](C2=CC1OC)CNC ({[(7S)-3,4-dimethoxybicyclo[4.2.0]octa-1,3,5-trien-7-yl]methyl}methylamine), COC=1C(=CC2=C(CCC(CN2)C(CCC=O)=O)C1)OC (4-(7,8-Dimethoxy-1,2,4,5-tetrahydro-3H-3-benzazepin-yl)-4-oxobutanal), ClCCl (dichloromethane), C(C)(=O)O[BH-](OC(C)=O)OC(C)=O.[Na+] (sodium triacetoxyborohydride). Yields the product Cl.COC=1C=C2C[C@@H](C2=CC1OC)CN(CCC(C=O)N1CCC2=C(CC1)C=C(C(=C2)OC)OC)C (N-{[(7S)-3,4-Dimethoxybicyclo[4.2.0]octa-1,3,5-trien-7-yl]methyl}-3-(7,8-dimethoxy-1,2,4,5-tetrahydro-3H-3-benzazepin-3-yl)-N-methyl-4-oxobutan-1-amine hydrochloride). Reaction conditions: time 4 hour. RXN SMILES: [CH3:1][O:2][C:3]1[CH:4]=[C:5]2[C:8](=[CH:9][C:10]=1[O:11][CH3:12])[C@@H:7]([CH2:13][NH:14][CH3:15])[CH2:6]2.[CH3:16][O:17][C:18]1[C:19]([O:35][CH3:36])=[CH:20][C:21]2NC[CH:25](C(=O)CCC=O)[CH2:24][CH2:23][C:22]=2[CH:34]=1.C(O[BH-](O[C:47](=[O:49])[CH3:48])OC(=O)C)(=O)C.[Na+].[OH-].[Na+].[Cl:53]CCl>>[ClH:53].[CH3:16][O:17][C:18]1[CH:34]=[C:22]2[C:21](=[CH:20][C:19]=1[O:35][CH3:36])[C@@H:24]([CH2:25][N:14]([CH3:15])[CH2:13][CH2:7][CH:48]([N:14]1[CH2:15][CH2:6][C:5]3[CH:4]=[C:3]([O:2][CH3:1])[C:10]([O:11][CH3:12])=[CH:9][C:8]=3[CH2:7][CH2:13]1)[CH:47]=[O:49])[CH2:23]2 |f:2.3,4.5,7.8|. Starting materials: CC(C(=O)O)(C)N1COC(=C(C1=O)C1=CC=CC=C1)C (2-methyl-2-(6-methyl-5-phenyl-2,3-dihydro-4-oxo-4H-1,3-oxazin-3-yl)-propionic acid), C(=O)(N1C=NC=C1)N1C=NC=C1 (carbonyldiimidazole), O (water), C(C)(C)N (isopropylamine). Solvent: O1CCCC1 (tetrahydrofuran). Run at time 30 minute. Yields the product C(C)(C)NC(C(C)(N1COC(=C(C1=O)C1=CC=CC=C1)C)C)=O (N-isopropyl-2-methyl-2-(6-methyl-5-phenyl-2 3-dihydro-4-oxo-4H-1,3-oxazin-3-yl)-propanamide). The yield is 39.8%. As a reaction SMILES: [CH3:1][C:2]([N:7]1[C:12](=[O:13])[C:11]([C:14]2[CH:19]=[CH:18][CH:17]=[CH:16][CH:15]=2)=[C:10]([CH3:20])[O:9][CH2:8]1)([CH3:6])[C:3]([OH:5])=O.C(N1C=CN=C1)(N1C=CN=C1)=O.[CH:33]([NH2:36])([CH3:35])[CH3:34].O>O1CCCC1>[CH:33]([NH:36][C:3](=[O:5])[C:2]([CH3:1])([N:7]1[C:12](=[O:13])[C:11]([C:14]2[CH:19]=[CH:18][CH:17]=[CH:16][CH:15]=2)=[C:10]([CH3:20])[O:9][CH2:8]1)[CH3:6])([CH3:35])[CH3:34]. Procedure details: To a solution of 2-methyl-2-(6-methyl-5-phenyl-2,3-dihydro-4-oxo-4H-1,3-oxazin-3-yl)-propionic acid (0.83 g) in 6 ml of tetrahydrofuran (THF) was added carbonyldiimidazole (0.59 g). After stirring at room temperature for 30 min., isopropylamine (0.23 g) was added and the reaction mixture was stirred at 60° C. for 5 h. Then it was poured into water and extracted with ethyl acetate. The organic layer was washed with brine, dried over magnesium sulfate and evaporated. The residue was purified by ch... Reactants: N, O, CC(OCc1ccc2ccccc2c1)(C(=O)Cl)C(F)(F)F. Product: CC(OCc1ccc2ccccc2c1)(C(N)=O)C(F)(F)F. Reaction SMILES: [NH3:22].[OH2:23].[cH:1]1[c:2]([CH2:11][O:12][C:13]([C:14](=[O:15])[Cl:16])([C:17]([F:18])([F:19])[F:20])[CH3:21])[cH:3][cH:4][c:5]2[cH:6][cH:7][cH:8][cH:9][c:10]12>>[cH:1]1[c:2]([CH2:11][O:12][C:13]([C:14](=[O:15])[NH2:22])([C:17]([F:18])([F:19])[F:20])[CH3:21])[cH:3][cH:4][c:5]2[cH:6][cH:7][cH:8][cH:9][c:10]12. RXN SMILES: Br[C:2]1[CH:3]=[C:4]([S:12]([NH2:15])(=[O:14])=[O:13])[CH:5]=[C:6]([CH:10]=[O:11])[C:7]=1[O:8][CH3:9].[Cl:16][C:17]1[CH:18]=[C:19](B(O)O)[CH:20]=[CH:21][CH:22]=1>>[Cl:16][C:17]1[CH:22]=[C:21]([C:2]2[C:7]([O:8][CH3:9])=[C:6]([CH:10]=[O:11])[CH:5]=[C:4]([S:12]([NH2:15])(=[O:14])=[O:13])[CH:3]=2)[CH:20]=[CH:19][CH:18]=1. Procedure details: Proceeding as in Reference 19, but substituting 3-bromo-5-formyl-4-methoxy-benzenesulfonamide and 3-chlorobenzene boronic acid, gave 3′-chloro-5-formyl-6-methoxy-biphenyl-3-sulfonamide. Yields the product ClC=1C=C(C=CC1)C1=CC(=CC(=C1OC)C=O)S(=O)(=O)N (3′-chloro-5-formyl-6-methoxy-biphenyl-3-sulfonamide). Starting materials: BrC=1C=C(C=C(C1OC)C=O)S(=O)(=O)N (3-bromo-5-formyl-4-methoxy-benzenesulfonamide), ClC=1C=C(C=CC1)B(O)O (3-chlorobenzene boronic acid). Reactants: CC(=O)[O-], CCO, Cl, O=Cc1cc(F)ccc1O, NO, [Na+], O, O, O, O. The product is ON=Cc1cc(F)ccc1O. Reaction SMILES: [C:4]([O-:5])(=[O:6])[CH3:7].[CH3:23][CH2:24][OH:25].[ClH:21].[F:9][c:10]1[cH:11][cH:12][c:13]([OH:18])[c:14]([CH:15]=[O:16])[cH:17]1.[NH2:19][OH:20].[Na+:8].[OH2:1].[OH2:22].[OH2:2].[OH2:3]>>[OH:1][N:19]=[CH:15][c:14]1[c:13]([OH:18])[cH:12][cH:11][c:10]([F:9])[cH:17]1.